The task is: describe an organic reaction: reactants, conditions, products, and yield. This data is from the Open Reaction Database (ORD), a public repository of structured organic reaction records. The reactants are NC1=CC(=C(C=C1Cl)C(CCCCN1CCCCC1)=O)OC (1-[4-amino-5-chloro-2-methoxyphen yl]-5-(piperidin-1-yl)pentan-1-one), BrCCC (1-bromopropane). Yields the product Cl.NC1=CC(=C(C=C1Cl)C(CCCCN1CCCCC1)=O)OCCC (1-[4-amino-5-chloro-2-(prop-1-yloxy)phenyl]-5-(piperidin-1-yl)pentan-1-one hydrochloride). Reaction SMILES: [NH2:1][C:2]1[C:7]([Cl:8])=[CH:6][C:5]([C:9](=[O:20])[CH2:10][CH2:11][CH2:12][CH2:13][N:14]2[CH2:19][CH2:18][CH2:17][CH2:16][CH2:15]2)=[C:4]([O:21][CH3:22])[CH:3]=1.Br[CH2:24][CH2:25]C>>[ClH:8].[NH2:1][C:2]1[C:7]([Cl:8])=[CH:6][C:5]([C:9](=[O:20])[CH2:10][CH2:11][CH2:12][CH2:13][N:14]2[CH2:15][CH2:16][CH2:17][CH2:18][CH2:19]2)=[C:4]([O:21][CH2:22][CH2:24][CH3:25])[CH:3]=1 |f:2.3|. Reported procedure: Proceeding as in Example 12, Step (a), but replacing 1-(4-amino-5-chloro-2-methoxyphenyl)-3-{1-[2-(methylsulfonyl)aminoeth yl]piperidin-4-yl}propan-1-one with 1-[4-amino-5-chloro-2-methoxyphen yl]-5-(piperidin-1-yl)pentan-1-one, and then as in Example 12, Step (b), but replacing 3,5-dimethoxybenzyl chloride with 1-bromopropane, gave 1-[4-amino-5-chloro-2-(prop-1-yloxy)phenyl]-5-(piperidin-1-yl)pentan-1-one hydrochloride, m.p. 232°-233° C. Reactants: C(=C)C1=C(C=CC=C1)C (vinyltoluene), O (water). Yields the product C1(=CC=CC=C1)O (phenol), C=CC1=CC=CC=C1 (styrene). RXN SMILES: [CH:1]([C:3]1[CH:8]=[CH:7][CH:6]=[CH:5][C:4]=1C)=[CH2:2].[OH2:10]>>[C:3]1([OH:10])[CH:8]=[CH:7][CH:6]=[CH:5][CH:4]=1.[CH2:2]=[CH:1][C:3]1[CH:8]=[CH:7][CH:6]=[CH:5][CH:4]=1. Reported procedure: a water soluble product produced by condensing 1 mol of phenol with 1 to 3 mols of styrene or vinyltoluene and reacting the condensation product with 8 to 50 mols of ethylene oxide or propylene oxide, the weight ratio of (a) to (b) ranging from 1:1-20.